From a dataset of the Open Reaction Database (ORD), a public repository of structured organic reaction records. describe an organic reaction: reactants, conditions, products, and yield Starting materials: [Cl-], Cl, O=N[O-], Nc1ccc(C(=O)O)c2c1OCCO2, [Na+], O. The product is O=C(O)c1ccc(Cl)c2c1OCCO2. RXN SMILES: [Cl-:19].[ClH:21].[N:15]([O-:16])=[O:17].[NH2:1][c:2]1[cH:3][cH:4][c:5]([C:12](=[O:13])[OH:14])[c:6]2[c:7]1[O:8][CH2:9][CH2:10][O:11]2.[Na+:18].[OH2:20]>>[c:2]1([Cl:19])[cH:3][cH:4][c:5]([C:12](=[O:13])[OH:14])[c:6]2[c:7]1[O:8][CH2:9][CH2:10][O:11]2. The reactants are Cc1nc(-c2cc(C(=O)O)c(=O)[nH]c2C)cs1, CCOC(=O)c1ccccc1C(=O)OCC. Product: Cc1nc(-c2ccc(=O)[nH]c2C)cs1. RXN SMILES: [CH3:17][c:18]1[c:19](-[c:28]2[n:29][c:30]([CH3:33])[s:31][cH:32]2)[cH:20][c:21]([C:25]([OH:26])=[O:27])[c:22](=[O:24])[nH:23]1.[CH3:1][CH2:2][O:3][C:4]([c:5]1[c:6]([C:7]([O:8][CH2:9][CH3:10])=[O:11])[cH:12][cH:13][cH:14][cH:15]1)=[O:16]>>[CH3:17][c:18]1[c:19](-[c:28]2[n:29][c:30]([CH3:33])[s:31][cH:32]2)[cH:20][cH:21][c:22](=[O:24])[nH:23]1.